Dataset: the Open Reaction Database (ORD), a public repository of structured organic reaction records. Task: describe an organic reaction: reactants, conditions, products, and yield The reactants are O1CCCC1 (tetrahydrofuran), BrC=1C(N(N=CC1OCC1=CC=C(C=C1)F)C1=CC=C(C=C1)OC1OCCCC1)=O (4-bromo-5-(4-fluorobenzyloxy)-2-{4-[(2-tetrahydropyranyl)oxy]phenyl}-2H-pyridazin-3-one), CCCCCC.C(CCC)[Li] (n-butyl lithium hexane), CO (Methanol). Solvent: C(C)(=O)OCC (ethyl acetate). Conditions: time 30 minute. The product is FC1=CC=C(COC2=CC(N(N=C2)C2=CC=C(C=C2)OC2OCCCC2)=O)C=C1 (5-(4-fluorobenzyloxy)-2-{4-[(2-tetrahydropyranyl)oxy]-phenyl}-2H-pyridazin-3-one). Isolated yield 64.5%. RXN SMILES: O1CCCC1.Br[C:7]1[C:8](=[O:35])[N:9]([C:22]2[CH:27]=[CH:26][C:25]([O:28][CH:29]3[CH2:34][CH2:33][CH2:32][CH2:31][O:30]3)=[CH:24][CH:23]=2)[N:10]=[CH:11][C:12]=1[O:13][CH2:14][C:15]1[CH:20]=[CH:19][C:18]([F:21])=[CH:17][CH:16]=1.CCCCCC.C([Li])CCC.CO>C(OCC)(=O)C>[F:21][C:18]1[CH:17]=[CH:16][C:15]([CH2:14][O:13][C:12]2[CH:11]=[N:10][N:9]([C:22]3[CH:23]=[CH:24][C:25]([O:28][CH:29]4[CH2:34][CH2:33][CH2:32][CH2:31][O:30]4)=[CH:26][CH:27]=3)[C:8](=[O:35])[CH:7]=2)=[CH:20][CH:19]=1 |f:2.3|. Procedure details: To a tetrahydrofuran solution (1 mL) of 4-bromo-5-(4-fluorobenzyloxy)-2-{4-[(2-tetrahydropyranyl)oxy]phenyl}-2H-pyridazin-3-one (136 mg, 0.29 mmol), 2.66 N n-butyl lithium hexane-solution (0.13 mL, 0.35 mmol) was added at −78° C. and stirred for 30 minutes. Methanol was added to the reaction liquid, warmed up to room temperature and ethyl acetate was added. Thus obtained organic layer was washed with 5% aqueous citric acid solution and saturated brine, and dried over anhydrous magnesium sulfate....